Dataset: the Open Reaction Database (ORD), a public repository of structured organic reaction records. Task: describe an organic reaction: reactants, conditions, products, and yield Reactants: O=Cc1ccc(F)cc1, O, OCCC1CCNCC1, Cc1ccc(S(=O)(=O)O)cc1, c1ccccc1. The product is OCCC1CCN(Cc2ccc(F)cc2)CC1. As a reaction SMILES: [F:10][c:11]1[cH:12][cH:13][c:14]([CH:15]=[O:16])[cH:17][cH:18]1.[OH2:30].[OH:1][CH2:2][CH2:3][CH:4]1[CH2:5][CH2:6][NH:7][CH2:8][CH2:9]1.[c:19]1([CH3:20])[cH:21][cH:22][c:23]([S:24]([OH:25])(=[O:26])=[O:27])[cH:28][cH:29]1.[cH:31]1[cH:32][cH:33][cH:34][cH:35][cH:36]1>>[OH:1][CH2:2][CH2:3][CH:4]1[CH2:5][CH2:6][N:7]([CH2:15][c:14]2[cH:13][cH:12][c:11]([F:10])[cH:18][cH:17]2)[CH2:8][CH2:9]1. Reactants: Cl.C(C)(C)NC1=NC2=C(C(O1)=O)C(=CC=C2)C (2-isopropylamino-5-methyl-4H-3,1-benzoxazin-4-one HCl), C([O-])([O-])=O.[K+].[K+] (potassium carbonate). The solvent is CCOCC (ether). Product: C(C)(C)NC1=NC2=C(C(O1)=O)C(=CC=C2)C (2-isopropylamino-5-methyl-4H-3,1-benzoxazin-4-one). As a reaction SMILES: Cl.[CH:2]([NH:5][C:6]1[O:11][C:10](=[O:12])[C:9]2[C:13]([CH3:17])=[CH:14][CH:15]=[CH:16][C:8]=2[N:7]=1)([CH3:4])[CH3:3].C(=O)([O-])[O-].[K+].[K+]>CCOCC>[CH:2]([NH:5][C:6]1[O:11][C:10](=[O:12])[C:9]2[C:13]([CH3:17])=[CH:14][CH:15]=[CH:16][C:8]=2[N:7]=1)([CH3:4])[CH3:3] |f:0.1,2.3.4|. Procedure: 1.0 g of 2-isopropylamino-5-methyl-4H-3,1-benzoxazin-4-one HCl suspended in 50 ml of ether is stirred with a twofold stoichiometric excess of dilute aqueous potassium carbonate solution until the salt is completely dissolved. The organic layer is then separated, washed twice with water, dried over magnesium sulfate and evaporated to yield 2-isopropylamino-5-methyl-4H-3,1-benzoxazin-4-one as the free base. As a reaction SMILES: [CH2:1]([c:2]1[cH:3][cH:4][cH:5][cH:6][cH:7]1)[O:8][c:9]1[c:10]([C:11](=[O:12])[NH:13][c:14]2[c:15]([OH:23])[cH:16][c:17]([N+:20]([O-:21])=[O:22])[cH:18][cH:19]2)[cH:24][cH:25][c:26]([O:28][CH2:29][c:30]2[cH:31][cH:32][cH:33][cH:34][cH:35]2)[cH:27]1.[CH2:40]1[O:41][CH2:42][CH2:43][CH2:44]1.[CH3:38][OH:39].[NH2:36][NH2:37]>>[CH2:1]([c:2]1[cH:3][cH:4][cH:5][cH:6][cH:7]1)[O:8][c:9]1[c:10]([C:11](=[O:12])[NH:13][c:14]2[c:15]([OH:23])[cH:16][c:17]([NH2:20])[cH:18][cH:19]2)[cH:24][cH:25][c:26]([O:28][CH2:29][c:30]2[cH:31][cH:32][cH:33][cH:34][cH:35]2)[cH:27]1. The product is Nc1ccc(NC(=O)c2ccc(OCc3ccccc3)cc2OCc2ccccc2)c(O)c1. Starting materials: O=C(Nc1ccc([N+](=O)[O-])cc1O)c1ccc(OCc2ccccc2)cc1OCc1ccccc1, C1CCOC1, CO, NN. Conditions: time 15 hour. As a reaction SMILES: Cl[C:2]1(Cl)[C:5]2([CH2:10][CH2:9][CH2:8][CH2:7][CH2:6]2)[CH2:4][C:3]1=[O:11].O>C(O)(=O)C.[Zn]>[CH2:2]1[C:5]2([CH2:10][CH2:9][CH2:8][CH2:7][CH2:6]2)[CH2:4][C:3]1=[O:11]. Solvent: C(C)(=O)O (acetic acid). The reactants are ClC1(C(CC12CCCCC2)=O)Cl (1,1-dichlorospiro[3.5]nonan-2-one), O (water). The product is C1C(CC12CCCCC2)=O (spiro[3.5]nonan-2-one), oil. Reported procedure: According to a literature procedure (Tetrahedron 1993, 49(36), 8159). A mixture of 1,1-dichlorospiro[3.5]nonan-2-one (5.00 g; 24.1 mmol) and zinc dust (4.74 g; 72.4 mmol) was stirred in acetic acid (60 mL) and water (30 mL) for 4 hours. The solution was then stored at −20° C. for 15 hours. The mixture was filtered through Celite®, washing with ether and hexane, and then the filtrate was washed with aqueous sodium hydroxide solution (2N; 4×100 mL). (This resulted in the precipitation of white sal... The reagents and catalysts are [Zn] (zinc). The reactants are C(CCCCCCCCCCC)NC(\C=C/C(=O)O)=O.C(\C=C/C(=O)O)(=O)N (maleic acid amide N-dodecylmaleic acid amide), C (Printex). Run in C1(=CC=CC=C1)C (toluene). Reaction conditions: time 4 hour. The product is C(CCCCCCCCCCC)NC(\C=C/C(=O)O)=O (N-dodecylmaleic Acid Amide). RXN SMILES: [CH2:1]([NH:13][C:14](=[O:20])/[CH:15]=[CH:16]\[C:17]([OH:19])=[O:18])[CH2:2][CH2:3][CH2:4][CH2:5][CH2:6][CH2:7][CH2:8][CH2:9][CH2:10][CH2:11][CH3:12].C(N)(=O)/C=C\C(O)=O.C>C1(C)C=CC=CC=1>[CH2:1]([NH:13][C:14](=[O:20])/[CH:15]=[CH:16]\[C:17]([OH:19])=[O:18])[CH2:2][CH2:3][CH2:4][CH2:5][CH2:6][CH2:7][CH2:8][CH2:9][CH2:10][CH2:11][CH3:12] |f:0.1|. Procedure details: 2 g maleic acid amide N-dodecylmaleic acid amide are dissolved in 150 ml toluene and compounded with 10 g black (FW 1 or Printex Alpha). The suspension is boiled four hours under reflux and then drawn off, washed with acetone and dried eight hours in a drying oven at 105° C. The resulting black carries dodecyl groups.